This data is from the Open Reaction Database (ORD), a public repository of structured organic reaction records. The task is: describe an organic reaction: reactants, conditions, products, and yield Conditions: temperature 100 celsius, time 5 hour. Product: BrC=1C=C2CC(CNC2=C(C1)[N+](=O)[O-])N(CCC)CCC (6-bromo-1,2,3,4-tetrahydro-8-nitro-N,N-dipropyl-3-quinolinamine). Starting materials: Cl.Cl.BrC=1C=C2CC(CNC2=C(C1)[N+](=O)[O-])N (6-bromo-1,2,3,4-tetrahydro-8-nitro-3-quinolinamine dihydrochloride), C([O-])([O-])=O.[Na+].[Na+] (sodium carbonate). Procedure: A mixture of 6-bromo-1,2,3,4-tetrahydro-8-nitro-3-quinolinamine dihydrochloride (11.5 g, 0.033 mol), idopropane (21 g, 0.12 mol) and anhydrous sodium carbonate (20 g, 0.19 mol) in dimethylformamide (100 mL) was stirred at 100° C. for 5 hours. The solution was then evaporated, partitioned between ethyl acetate and water, and the ethyl acetate was evaporated to give a red oil. This was chromatographed on silica gel to give 8.2 g of 6-bromo-1,2,3,4-tetrahydro-8-nitro-N,N-dipropyl-3-quinolinamine. T... The solvent is CN(C=O)C (dimethylformamide). Isolated yield 139.5%. RXN SMILES: Cl.Cl.[Br:3][C:4]1[CH:5]=[C:6]2[C:11](=[C:12]([N+:14]([O-:16])=[O:15])[CH:13]=1)[NH:10][CH2:9][CH:8]([NH2:17])[CH2:7]2.C(=O)([O-])[O-].[Na+].[Na+]>CN(C)C=O>[Br:3][C:4]1[CH:5]=[C:6]2[C:11](=[C:12]([N+:14]([O-:16])=[O:15])[CH:13]=1)[NH:10][CH2:9][CH:8]([N:17]([CH2:7][CH2:6][CH3:11])[CH2:13][CH2:4][CH3:5])[CH2:7]2 |f:0.1.2,3.4.5|. The reactants are COC(=O)c1ccc(Sc2ccc(OC)cc2)c(Nc2ncnc3nc(C(C)C)ccc23)c1, Cl, [Na+], C1CCOC1, [OH-]. Product: COc1ccc(Sc2ccc(C(=O)O)cc2Nc2ncnc3nc(C(C)C)ccc23)cc1. Reaction SMILES: [CH3:1][O:2][C:3]([c:4]1[cH:5][c:6]([NH:19][c:20]2[c:21]3[c:22]([n:23][cH:24][n:25]2)[n:26][c:27]([CH:30]([CH3:31])[CH3:32])[cH:28][cH:29]3)[c:7]([S:10][c:11]2[cH:12][cH:13][c:14]([O:17][CH3:18])[cH:15][cH:16]2)[cH:8][cH:9]1)=[O:33].[ClH:36].[Na+:35].[O:37]1[CH2:38][CH2:39][CH2:40][CH2:41]1.[OH-:34]>>[O:2]=[C:3]([c:4]1[cH:5][c:6]([NH:19][c:20]2[c:21]3[c:22]([n:23][cH:24][n:25]2)[n:26][c:27]([CH:30]([CH3:31])[CH3:32])[cH:28][cH:29]3)[c:7]([S:10][c:11]2[cH:12][cH:13][c:14]([O:17][CH3:18])[cH:15][cH:16]2)[cH:8][cH:9]1)[OH:33]. Reactants: C(C1=CC=CC=C1)=O (benzaldehyde), N1(CCCC1)CN1C=NC2=C1C=CC=C2 (1-pyrrolidin-1-ylmethyl-1H-benzimidazole), solution, C(CCC)[Li] (butyl lithium). Solvent: O1CCCC1 (tetrahydrofurane), O1CCCC1 (tetrahydrofurane), hexanes. Reaction conditions: time 15 minute. The product is N1C(=NC2=C1C=CC=C2)C(O)C2=CC=CC=C2 ((1H-benzimidazol-2-yl)phenylmethanol). RXN SMILES: N1(C[N:7]2[C:11]3[CH:12]=[CH:13][CH:14]=[CH:15][C:10]=3[N:9]=[CH:8]2)CCCC1.C([Li])CCC.[CH:21](=[O:28])[C:22]1[CH:27]=[CH:26][CH:25]=[CH:24][CH:23]=1>O1CCCC1>[NH:9]1[C:10]2[CH:15]=[CH:14][CH:13]=[CH:12][C:11]=2[N:7]=[C:8]1[CH:21]([C:22]1[CH:27]=[CH:26][CH:25]=[CH:24][CH:23]=1)[OH:28]. Reported procedure: To a solution of 1-pyrrolidin-1-ylmethyl-1H-benzimidazole (5 g) in tetrahydrofurane (20 mL) cooled at a temperature close to −80° C., is added a 2.5M solution of butyl lithium in hexanes (10 mL). The mixture is stirred for 15 minutes. A solution of benzaldehyde (2.64 g) in tetrahydrofurane (20 mL) is added. The mixture is stirred at a temperature close to −80° C. for 1 hour, then at a temperature close to −20° C. for 2 hours. The reaction is quenched by addition of saturated ammonium chloride. T...